From a dataset of the Open Reaction Database (ORD), a public repository of structured organic reaction records. describe an organic reaction: reactants, conditions, products, and yield The reactants are [N+](=O)(O)[O-] (HNO3), BrC1=C(C(=CC(=C1)Cl)F)OCC (1-bromo-5-chloro-2-ethoxy-3-fluorobenzene), ice water. The solvent is OS(=O)(=O)O (H2SO4). Reaction conditions: time 2 hour. Yields the product BrC=1C(=C(C=C(C1OCC)F)Cl)[N+](=O)[O-] (3-bromo-1-chloro-4-ethoxy-5-fluoro-2-nitrobenzene). Isolated yield 40.0%. Reaction SMILES: [Br:1][C:2]1[CH:7]=[C:6]([Cl:8])[CH:5]=[C:4]([F:9])[C:3]=1[O:10][CH2:11][CH3:12].[N+:13]([O-])([OH:15])=[O:14]>OS(O)(=O)=O>[Br:1][C:2]1[C:7]([N+:13]([O-:15])=[O:14])=[C:6]([Cl:8])[CH:5]=[C:4]([F:9])[C:3]=1[O:10][CH2:11][CH3:12]. Reported procedure: To a solution of 30-3 (48.6 g, 192 mmol) in concentrated H2SO4 (240 mL) stirred at room temperature was added HNO3 (19 mL) dropwise. The mixture was allowed to stir at room temperature for two hours. The reaction mixture was then poured into ice water and extracted with ethyl acetate (3×800 mL). The organic layer was combined and concentrated under vacuum to get a crude product which was purified on silica gel column chromatography eluting with petroleum ether/ethyl acetate (10:1 to 1:1) to affo... Yields the product [Cl-].N(C1=CC=CC=C1)C[P+](CNC1=CC=CC=C1)(CNC1=CC=CC=C1)CNC1=CC=CC=C1 (tetrakis(anilinomethyl)phosphonium chloride). The reactants are NC1=CC=CC=C1 (Aniline), [Cl-].OC[P+](CO)(CO)CO (tetrakis(hydroxymethyl)phosphonium chloride). Yield: 92.7%. Run at time 2 hour. Solvent: C(C)O (ethanol). As a reaction SMILES: [NH2:1][C:2]1[CH:7]=[CH:6][CH:5]=[CH:4][CH:3]=1.[Cl-:8].O[CH2:10][P+:11]([CH2:16]O)([CH2:14]O)[CH2:12]O>C(O)C>[Cl-:8].[NH:1]([CH2:10][P+:11]([CH2:16][NH:1][C:2]1[CH:7]=[CH:6][CH:5]=[CH:4][CH:3]=1)([CH2:14][NH:1][C:2]1[CH:7]=[CH:6][CH:5]=[CH:4][CH:3]=1)[CH2:12][NH:1][C:2]1[CH:7]=[CH:6][CH:5]=[CH:4][CH:3]=1)[C:2]1[CH:7]=[CH:6][CH:5]=[CH:4][CH:3]=1 |f:1.2,4.5|. Procedure: Aniline (7.70g) was added to a solution of 3.83 g of tetrakis(hydroxymethyl)phosphonium chloride (THPC) in 75 ml of ethanol. There was a mild exotherm, followed immediately by the separation of solids. The mixture was stirred for 2 hours and then filtered, giving 9.15 g (93.0% yield) of tetrakis(anilinomethyl)phosphonium chloride, m.p. 129°-130°, as a white crystalline solid that yellowed rapidly on exposure to light. No further solids separated from the filtrate in the next 5 hours. The filtrat... Reactants: C(C)(C)(C)OC(=O)N[C@@H]1CC[C@@H](CC1)CNC(C(F)(F)F)=O (cis-N-(tert-butoxycarbonyl)-4-trifluoroacetylaminomethylcyclohexylamine), FC(C(=O)O)(F)F (trifluoroacetic acid), C(O)([O-])=O.[Na+] (sodium hydrogen carbonate). Run in C(Cl)Cl (methylene chloride). Conditions: time 2 hour. Yields the product FC(C(=O)NC[C@H]1CC[C@H](CC1)N)(F)F (cis-4-Trifluoroacetylaminomethylcyclohexylamine). Isolated yield 51.9%. As a reaction SMILES: C(OC([NH:8][C@H:9]1[CH2:14][CH2:13][C@@H:12]([CH2:15][NH:16][C:17](=[O:22])[C:18]([F:21])([F:20])[F:19])[CH2:11][CH2:10]1)=O)(C)(C)C.FC(F)(F)C(O)=O.C(=O)([O-])O.[Na+]>C(Cl)Cl>[F:19][C:18]([F:20])([F:21])[C:17]([NH:16][CH2:15][C@@H:12]1[CH2:13][CH2:14][C@H:9]([NH2:8])[CH2:10][CH2:11]1)=[O:22] |f:2.3|. Reported procedure: A solution of 0.53 g of cis-N-(tert-butoxycarbonyl)-4-trifluoroacetylaminomethylcyclohexylamine in methylene chloride was combined with 2 mL of trifluoroacetic acid, and stirred for 2 hours. The reaction solution was basified by addition of a saturated solution of sodium hydrogen carbonate, and then extracted with chloroform. After drying over sodium sulfate, 0.19 g of the desirable compound was obtained as a pale yellow oil. The reactants are OCCN1C=C(C(C2=CC=C(N=C12)C)=O)C(=O)O (1,4-Dihydro-1-(2-hydroxyethyl)-7-methyl-4-oxo-1,8-naphthyridine-3-carboxylic acid), S(=O)(=O)(OC)OC (dimethyl sulphate), COS(=O)(=O)OC (dimethylsulphate). Run in C(C)O (ethanol), [OH-].[Na+] (sodium hydroxide), [OH-].[Na+] (sodium hydroxide). The product is COCCN1C=C(C(C2=CC=C(N=C12)C)=O)C(=O)O (1,4-Dihydro-1-(2-methoxyethyl)-7-methyl-4-oxo-1,8-naphthyridine-3-carboxylic acid). Reaction SMILES: [OH:1][CH2:2][CH2:3][N:4]1[C:13]2[C:8](=[CH:9][CH:10]=[C:11]([CH3:14])[N:12]=2)[C:7](=[O:15])[C:6]([C:16]([OH:18])=[O:17])=[CH:5]1.S(OC)(O[CH3:23])(=O)=O>C(O)C.[OH-].[Na+]>[CH3:23][O:1][CH2:2][CH2:3][N:4]1[C:13]2[C:8](=[CH:9][CH:10]=[C:11]([CH3:14])[N:12]=2)[C:7](=[O:15])[C:6]([C:16]([OH:18])=[O:17])=[CH:5]1 |f:3.4|. Procedure details: 1,4-Dihydro-1-(2-hydroxyethyl)-7-methyl-4-oxo-1,8-naphthyridine-3-carboxylic acid (1 g) in ethanol (30 ml) and aqueous sodium hydroxide (10 ml, 40%) was treated alternatively with dimethyl sulphate (5 ml) and aqueous sodium hydroxide (10 ml, 40 %) until dimethylsulphate (25 ml) had been added. The mixture was refluxed for 1.5 hours and concentrated to a volume of 20 ml. Concentrated hydrochloric acid was added and the solid was collected and washed with water and dried. The product had m.p. 244°... The reactants are CN(C)C=O, N#Cc1cccnc1Cl, [H-], [Na+], O, OCc1ccccc1. Product: N#Cc1cccnc1OCc1ccccc1. Reaction SMILES: [CH3:18][N:19]([CH3:20])[CH:21]=[O:22].[Cl:9][c:10]1[n:11][cH:12][cH:13][cH:14][c:15]1[C:16]#[N:17].[H-:23].[Na+:24].[OH2:25].[OH:1][CH2:2][c:3]1[cH:4][cH:5][cH:6][cH:7][cH:8]1>>[O:1]([CH2:2][c:3]1[cH:4][cH:5][cH:6][cH:7][cH:8]1)[c:10]1[n:11][cH:12][cH:13][cH:14][c:15]1[C:16]#[N:17].